Dataset: the Open Reaction Database (ORD), a public repository of structured organic reaction records. Task: describe an organic reaction: reactants, conditions, products, and yield Starting materials: COC(C)(C)C (tert.butyl methyl ether), BrCC(=O)C1=CC(=C(C=C1)Br)F (2-Bromo-1-(4-bromo-3-fluorophenyl)-ethanone), C[O-].[Na+] (Sodium methoxide), [BH4-].[Na+] (Sodiumborohydride). Solvent: C(C)O (ethanol). Conditions: temperature 5 celsius, time 1 hour. Yields the product BrC1=C(C=C(C=C1)C1OC1)F (2-(4-Bromo-3-fluoro-phenyl)-oxirane). Yield: 106.1%. Reaction SMILES: Br[CH2:2][C:3]([C:5]1[CH:10]=[CH:9][C:8]([Br:11])=[C:7]([F:12])[CH:6]=1)=[O:4].[BH4-].[Na+].C[O-].[Na+].COC(C)(C)C>C(O)C>[Br:11][C:8]1[CH:9]=[CH:10][C:5]([CH:3]2[CH2:2][O:4]2)=[CH:6][C:7]=1[F:12] |f:1.2,3.4|. Reported procedure: 2-Bromo-1-(4-bromo-3-fluorophenyl)-ethanone [CAS 1003879-02-4] (32.3 g, 109 mmol) was dissolved in ethanol (250 ml). The reaction mixture was cooled to 5° C. to give a yellow suspension. Sodiumborohydride (4.13 g, 109 mmol) was added over 5 min. The reaction mixture was stirred at room temperature for 1 hour. Sodium methoxide (2.95 g, 54.6 mmol) was added. The reaction mixture was stirred at 50° C. for 6 h. The reaction mixture was poured into tert.butyl methyl ether and extracted with brine. Th... The reactants are CCCCc1nc(Cl)c(C(=O)OC(C)OC(=O)CCCC(CO[N+](=O)[O-])O[N+](=O)[O-])n1Cc1ccc(-c2ccccc2-c2nnnn2C(c2ccccc2)(c2ccccc2)c2ccccc2)cc1, CCOc1nc2cccc(C(=O)OC(C)OC(=O)CCCC(CO[N+](=O)[O-])O[N+](=O)[O-])c2n1Cc1ccc(-c2ccccc2-c2nnnn2C(c2ccccc2)(c2ccccc2)c2ccccc2)cc1. Product: CCOc1nc2cccc(C(=O)OC(C)OC(=O)CCCC(CO[N+](=O)[O-])O[N+](=O)[O-])c2n1Cc1ccc(-c2ccccc2-c2nnn[nH]2)cc1. Reaction SMILES: [CH2:1]([c:2]1[n:3]([CH2:4][c:5]2[cH:6][cH:7][c:8](-[c:9]3[cH:10][cH:11][cH:12][cH:13][c:14]3-[c:15]3[n:16]([C:17]([c:18]4[cH:19][cH:20][cH:21][cH:22][cH:23]4)([c:24]4[cH:25][cH:26][cH:27][cH:28][cH:29]4)[c:30]4[cH:31][cH:32][cH:33][cH:34][cH:35]4)[n:36][n:37][n:38]3)[cH:39][cH:40]2)[c:41]([C:42]([O:43][CH:44]([O:45][C:46](=[O:47])[CH2:48][CH2:49][CH2:50][CH:51]([O:52][N+:53]([O-:54])=[O:55])[CH2:56][O:57][N+:58]([O-:59])=[O:60])[CH3:61])=[O:62])[c:63]([Cl:64])[n:65]1)[CH2:66][CH2:67][CH3:68].[CH2:69]([CH3:70])[O:71][c:72]1[n:73][c:74]2[c:75]([n:76]1[CH2:77][c:78]1[cH:79][cH:80][c:81](-[c:84]3[c:85](-[c:90]4[n:91][n:92][n:93][n:94]4[C:95]([c:96]4[cH:97][cH:98][cH:99][cH:100][cH:101]4)([c:102]4[cH:103][cH:104][cH:105][cH:106][cH:107]4)[c:108]4[cH:109][cH:110][cH:111][cH:112][cH:113]4)[cH:86][cH:87][cH:88][cH:89]3)[cH:82][cH:83]1)[c:114]([C:118](=[O:119])[O:120][CH:121]([CH3:122])[O:123][C:124]([CH2:125][CH2:126][CH2:127][CH:128]([CH2:129][O:130][N+:131](=[O:132])[O-:133])[O:134][N+:135](=[O:136])[O-:137])=[O:138])[cH:115][cH:116][cH:117]2>>[CH2:69]([CH3:70])[O:71][c:72]1[n:73][c:74]2[c:75]([n:76]1[CH2:77][c:78]1[cH:79][cH:80][c:81](-[c:84]3[c:85](-[c:90]4[nH:91][n:92][n:93][n:94]4)[cH:86][cH:87][cH:88][cH:89]3)[cH:82][cH:83]1)[c:114]([C:118](=[O:119])[O:120][CH:121]([CH3:122])[O:123][C:124]([CH2:125][CH2:126][CH2:127][CH:128]([CH2:129][O:130][N+:131](=[O:132])[O-:133])[O:134][N+:135](=[O:136])[O-:137])=[O:138])[cH:115][cH:116][cH:117]2. The reactants are [H][H] (hydrogen), pentadienoate ester, C(C)OC(C(CC=C)C)=O (ethyl-2-methyl-4-pentenoate), C(C)OC(C(\C=C/C)C)=O (ethyl-2-methyl-cis-3-pentenoate), C(C)OC(C(CC=C)C)=O (ethyl-2-methyl-4-pentenoate), C(C)OC(C(\C=C/C)C)=O (ethyl-2 -methyl-cis-3-pentenoate), C(C)OC(C(CC=C)C)=O (ethyl-2-methyl-4-pentenoate), palladium-on-calcium carbonate, C(C)OC(C(C=C=C)C)=O (ethyl-2-methyl-3,4-pentadienoate), [H][H] (hydrogen). Reaction SMILES: [CH2:1]([O:3][C:4](=[O:10])[CH:5]([CH3:9])[CH:6]=[C:7]=[CH2:8])[CH3:2].[H][H].C(OC(=O)C(C)/C=C\C)C.C(OC(=O)C(C)CC=C)C>[Pd].[Pd].CC([O-])=O.CC([O-])=O.[Pb+2].C(O)C>[CH2:1]([O:3][C:4](=[O:10])[CH:5]([CH3:9])[CH2:6][CH2:7][CH3:8])[CH3:2] |f:5.6.7.8|. The solvent is C(C)O (ethanol). The product is C(C)OC(C(CCC)C)=O (ethyl-2-methyl-pentanoate). Reported procedure: The resulting ethyl-2-methyl-3,4-pentadienoate is then reacted with hydrogen in the presence of a palladium-on-carbon catalyst or a "Lindlar" catalyst (palladium-on-calcium carbonate). The percentage of palladium on carbon or on calcium carbonate varies from about 2% up to about 7% with a percentage of palladium-on-carbon or on calcium carbonate being preferred to be about 5%. The temperature of reaction for this hydrogenation may vary from about 10° C up to about 50° C with a preferred reaction... The reagents and catalysts are [Pd] (palladium on carbon), [Pd] (palladium-on-carbon), [Pd].CC(=O)[O-].CC(=O)[O-].[Pb+2] (Lindlar catalyst), [Pd].CC(=O)[O-].CC(=O)[O-].[Pb+2] (Lindlar catalyst), [Pd] (palladium-on-carbon), [Pd] (palladium-on-carbon). Starting materials: CCOC(=O)COc1ccc(F)c(C)c1, [K+], C1COCCO1, [OH-]. Product: Cc1cc(OCC(=O)O)ccc1F. RXN SMILES: [F:1][c:2]1[c:3]([CH3:15])[cH:4][c:5]([O:6][CH2:7][C:8](=[O:9])[O:10][CH2:11][CH3:12])[cH:13][cH:14]1.[K+:17].[O:18]1[CH2:19][CH2:20][O:21][CH2:22][CH2:23]1.[OH-:16]>>[F:1][c:2]1[c:3]([CH3:15])[cH:4][c:5]([O:6][CH2:7][C:8](=[O:9])[OH:10])[cH:13][cH:14]1. Starting materials: S(=O)(Cl)Cl (thionyl chloride), methyl ester, ClC1=C(C(=C(C=C1)C1=C(C(=CC(=N1)C(=O)O)Cl)Cl)F)OC (6-(4-chloro-2-fluoro-3-methoxyphenyl)-4,5-dichloro-2-pyridinecarboxylic acid), S(=O)(Cl)Cl (thionyl chloride), C1(=CC=CC=C1)C (toluene), acid chloride, methyl ester, carboxylic acid, carboxylic acid. The reagents and catalysts are CN(C1=CC=NC=C1)C (4-(dimethylamino)pyridine). The solvent is CN(C=O)C (DMF), C(C)#N (acetonitrile), CN(C=O)C (N,N-dimethylforamide), CO (methanol). Conditions: temperature 75 celsius, time 2 hour. Product: ClC1=C(C(=C(C=C1)C1=C(C(=CC(=N1)C(=O)Cl)Cl)Cl)F)OC (6-(4-Chloro-2-fluoro-3-methoxyphenyl)-4,5-dichloro-2-pyridinecarbonyl chloride). Isolated yield 95.0%. RXN SMILES: [Cl:1][C:2]1[CH:7]=[CH:6][C:5]([C:8]2[N:13]=[C:12]([C:14](O)=[O:15])[CH:11]=[C:10]([Cl:17])[C:9]=2[Cl:18])=[C:4]([F:19])[C:3]=1[O:20][CH3:21].S(Cl)([Cl:24])=O.C1(C)C=CC=CC=1>CN(C)C1C=CN=CC=1.CN(C)C=O.C(#N)C.CO>[Cl:1][C:2]1[CH:7]=[CH:6][C:5]([C:8]2[N:13]=[C:12]([C:14]([Cl:24])=[O:15])[CH:11]=[C:10]([Cl:17])[C:9]=2[Cl:18])=[C:4]([F:19])[C:3]=1[O:20][CH3:21]. Reported procedure: A mixture of 33.5 g (˜95 mmol) of 6-(4-chloro-2-fluoro-3-methoxyphenyl)-4,5-dichloro-2-pyridinecarboxylic acid, 10.2 mL (140 mmol) of thionyl chloride, 0.1 mL of N,N-dimethylforamide (DMF) and 200 mL of toluene was heated at 75° C. for 5 h. The reaction progress was monitored by conversion of the acid chloride to its methyl ester (one drop of reaction mixture added to 5 drops of a 10% wt methanol solution containing 4-(dimethylamino)pyridine, briefly heating to reflux, dilution with acetonitrile...